From a dataset of the Open Reaction Database (ORD), a public repository of structured organic reaction records. describe an organic reaction: reactants, conditions, products, and yield Reactants: CS(C)=O, ClC(Cl)Cl, N=C(N)Nc1nc(CCCCCl)cs1, N#C[Na]. Yields the product N#CCCCCc1csc(NC(=N)N)n1. RXN SMILES: [CH3:22][S:23]([CH3:24])=[O:25].[CH:18]([Cl:19])([Cl:20])[Cl:21].[NH:4]([C:5](=[NH:6])[NH2:7])[c:8]1[s:9][cH:10][c:11]([CH2:13][CH2:14][CH2:15][CH2:16][Cl:17])[n:12]1.[Na:1][C:2]#[N:3]>>[C:2](#[N:3])[CH2:16][CH2:15][CH2:14][CH2:13][c:11]1[cH:10][s:9][c:8]([NH:4][C:5](=[NH:6])[NH2:7])[n:12]1. Reactants: C(C)(C)(C)[Li] (tert-butyllithium), ClC1=CC=CC(=N1)OC (6-chloro-2-methoxypyridine), C(C)(=O)O (acetic acid), CN(C=O)C (dimethylformamide). Solvent: C1CCOC1 (THF), CCOCC (ether). Reaction conditions: temperature -78 celsius, time 1 hour. Yields the product ClC1=CC=C(C(=N1)OC)C=O (6-chloro-2-methoxy-3-pyridinecarboxaldehyde). The yield is 74.6%. Reaction SMILES: C([Li])(C)(C)C.[Cl:6][C:7]1[N:12]=[C:11]([O:13][CH3:14])[CH:10]=[CH:9][CH:8]=1.CN(C)[CH:17]=[O:18].C(O)(=O)C>C1COCC1.CCOCC>[Cl:6][C:7]1[N:12]=[C:11]([O:13][CH3:14])[C:10]([CH:17]=[O:18])=[CH:9][CH:8]=1. Reported procedure: To a solution of tert-butyllithium (1.7M in pentane, 48.5 mL, 83.0 mmol) in 150 mL of THF at -78° C. was added 6-chloro-2-methoxypyridine (8.94 mL, 75.0 mmol) over 5 min. The reaction mixture was stirred at -78° C. for 1 h, then dimethylformamide (7.55 mL, 97 mmol) was added and the mixture was stirred at this temperature for 1.5 h. After the addition of glacial acetic acid (8.6 mL, 150 mmol), the reaction mixture was allowed to warm to room temperature over a 30- min period, then diluted with e... The reactants are COC(=O)C1(CCC=2C(=CN=CC2C1=O)Br)C ((rac)-4-Bromo-7-methyl-8-oxo-5,6,7,8-tetrahydro-isoquinoline-7-carboxylic acid methyl ester), Cl (HCl). Yields the product BrC1=CN=CC=2C(C(CCC12)C)=O ((rac)-4-Bromo-7-methyl-6,7-dihydro-5H-isoquinolin-8-one). The yield is 90.1%. Reaction SMILES: CO[C:3]([C:5]1(C)[C:14](=[O:15])[C:13]2[CH:12]=[N:11][CH:10]=[C:9]([Br:16])[C:8]=2[CH2:7][CH2:6]1)=O.Cl>>[Br:16][C:9]1[C:8]2[CH2:7][CH2:6][CH:5]([CH3:3])[C:14](=[O:15])[C:13]=2[CH:12]=[N:11][CH:10]=1. Reported procedure: (rac)-4-Bromo-7-methyl-8-oxo-5,6,7,8-tetrahydro-isoquinoline-7-carboxylic acid methyl ester (3.3 g, 11.0 mmol) was dissolved in aq. 6 N HCl (28.0 mL, 168 mmol) and heated at reflux for 2.5 h. The acidic solution was concentrated in vacuo, re-suspended in water (ca. 25 mL), cooled in an ice-water bath, and basified with 6 N aq. KOH solution. The aqueous solution was then washed with Et2O (2×) and DCM (3×). The combined organic layers were dried over anhy. Na2SO4, filtered and concentrated in vacu... The reactants are O=C1CCC(=O)N1Br, CCCCOC(=O)c1ncc2ccc(Oc3ccc(OC)cc3)cc2c1O, CC#N. Product: CCCCOC(=O)c1nc(Br)c2ccc(Oc3ccc(OC)cc3)cc2c1O. RXN SMILES: [Br:28][N:29]1[C:30](=[O:31])[CH2:32][CH2:33][C:34]1=[O:35].[CH2:1]([CH2:2][CH2:3][CH3:4])[O:5][C:6](=[O:7])[c:8]1[n:9][cH:10][c:11]2[cH:12][cH:13][c:14]([O:19][c:20]3[cH:21][cH:22][c:23]([O:26][CH3:27])[cH:24][cH:25]3)[cH:15][c:16]2[c:17]1[OH:18].[CH3:36][C:37]#[N:38]>>[CH2:1]([CH2:2][CH2:3][CH3:4])[O:5][C:6](=[O:7])[c:8]1[n:9][c:10]([Br:28])[c:11]2[cH:12][cH:13][c:14]([O:19][c:20]3[cH:21][cH:22][c:23]([O:26][CH3:27])[cH:24][cH:25]3)[cH:15][c:16]2[c:17]1[OH:18]. The reactants are CC(CCCC(=O)OC)C (methyl 5-methylcaproate), CP(OC)(OC)=O (dimethyl methylphosphonate). Yields the product CC(CCCC(CP(OC)(OC)=O)=O)C (Dimethyl (6-methyl-2-oxoheptyl)phosphonate). RXN SMILES: [CH3:1][CH:2]([CH3:10])[CH2:3][CH2:4][CH2:5][C:6]([O:8]C)=O.[CH3:11][P:12](=[O:17])([O:15][CH3:16])[O:13][CH3:14]>>[CH3:10][CH:2]([CH3:1])[CH2:3][CH2:4][CH2:5][C:6](=[O:8])[CH2:11][P:12](=[O:17])([O:15][CH3:16])[O:13][CH3:14]. Reported procedure: Dimethyl (6-methyl-2-oxoheptyl)phosphonate was prepared from methyl 5-methylcaproate and dimethyl methylphosphonate according to the known method. Reactants: CO, CC(C)(O)Cn1cnc2c(Cl)nc3ccccc3c21, N. Product: CC(C)(O)Cn1cnc2c(N)nc3ccccc3c21. Reaction SMILES: [CH3:21][OH:22].[Cl:1][c:2]1[n:3][c:4]2[cH:5][cH:6][cH:7][cH:8][c:9]2[c:10]2[c:11]1[n:12][cH:13][n:14]2[CH2:15][C:16]([CH3:17])([CH3:18])[OH:19].[NH3:20]>>[c:2]1([NH2:20])[n:3][c:4]2[cH:5][cH:6][cH:7][cH:8][c:9]2[c:10]2[c:11]1[n:12][cH:13][n:14]2[CH2:15][C:16]([CH3:17])([CH3:18])[OH:19]. Reactants: C(C)(C)(C)C=1C=C(C[C@@H]2N(CC[C@@H](C2)C2=CC(NO2)=O)C(=O)OC)C=C(C1)C(C)(C)C ((2R,4S)-Methyl 2-(3,5-di-tert-butylbenzyl)-4-(3-oxo-2,3-dihydroisoxazol-5-yl)piperidine-1-carboxylate), C(C)(=O)O (acetic acid). Solvent: Br (hydrogen bromide). Conditions: time 8 hour. Product: C(C)(C)(C)C=1C=C(C[C@@H]2NCC[C@@H](C2)C2=CC(NO2)=O)C=C(C1)C(C)(C)C (5-((2R,4S)-2-(3,5-di-tert-butylbenzyl)piperidin-4-yl)isoxazol-3(2H)-one). The yield is 66.4%. As a reaction SMILES: [C:1]([C:5]1[CH:6]=[C:7]([CH:25]=[C:26]([C:28]([CH3:31])([CH3:30])[CH3:29])[CH:27]=1)[CH2:8][C@H:9]1[CH2:14][C@@H:13]([C:15]2[O:19][NH:18][C:17](=[O:20])[CH:16]=2)[CH2:12][CH2:11][N:10]1C(OC)=O)([CH3:4])([CH3:3])[CH3:2].C(O)(=O)C>Br>[C:28]([C:26]1[CH:25]=[C:7]([CH:6]=[C:5]([C:1]([CH3:4])([CH3:3])[CH3:2])[CH:27]=1)[CH2:8][C@H:9]1[CH2:14][C@@H:13]([C:15]2[O:19][NH:18][C:17](=[O:20])[CH:16]=2)[CH2:12][CH2:11][NH:10]1)([CH3:30])([CH3:31])[CH3:29]. Procedure details: (2R,4S)-Methyl 2-(3,5-di-tert-butylbenzyl)-4-(3-oxo-2,3-dihydroisoxazol-5-yl)piperidine-1-carboxylate (550 mg, 1.28 mmol) was dissolved in hydrogen bromide (33% in acetic acid (10 mL, 57.10 mmol) and the mixture stirred at room temperature overnight. The solvent was evaporated and the residue purified by preparative HPLC (Instrument: FractionLynx III, Mobilphase: gradient 5-95% MeCN in 0.2% NH3, pH 10, Column: Xbridge Prep C18 5 μm OBD 19*150 mm) to yield 5-((2R,4S)-2-(3,5-di-tert-butylbenzyl)pi...